From a dataset of the Open Reaction Database (ORD), a public repository of structured organic reaction records. describe an organic reaction: reactants, conditions, products, and yield Starting materials: ClC1=CC=C(C=C1)S (4-chlorothiophenol), [H-].[Na+] (sodium hydride), 5.3, BrC1=CC=C(C=C1)[C@@H]1CC[C@@H]2CCCCN12 (trans-3-(4-bromophenyl)octahydroindolizine), cuprous oxide, Cl (HCl). The solvent is CN1C(CCC1)=O (N-methylpyrrolidinone), CN1C(CCC1)=O (N-methylpyrrolidinone), CO (MeOH). The product is Cl.ClC1=CC=C(C=C1)SC1=CC=C(C=C1)[C@@H]1CC[C@@H]2CCCCN12 (trans-3-[4-[(4-Chlorophenyl)thio]phenyl]octahydroindolizine Hydrochloride). Isolated yield 10.0%. RXN SMILES: [Cl:1][C:2]1[CH:7]=[CH:6][C:5]([SH:8])=[CH:4][CH:3]=1.[H-].[Na+].Br[C:12]1[CH:17]=[CH:16][C:15]([C@H:18]2[N:26]3[C@@H:21]([CH2:22][CH2:23][CH2:24][CH2:25]3)[CH2:20][CH2:19]2)=[CH:14][CH:13]=1.Cl>CN1CCCC1=O.CO>[ClH:1].[Cl:1][C:2]1[CH:7]=[CH:6][C:5]([S:8][C:12]2[CH:17]=[CH:16][C:15]([C@H:18]3[N:26]4[C@@H:21]([CH2:22][CH2:23][CH2:24][CH2:25]4)[CH2:20][CH2:19]3)=[CH:14][CH:13]=2)=[CH:4][CH:3]=1 |f:1.2,7.8|. Procedure details: A solution of 4.1 g (0.028 mole) of 4-chlorothiophenol in 40 mL of dry N-methylpyrrolidinone was added to 0.028 mole of sodium hydride (from 1.36 g of 50% sodium hydride washed free of oil with hexane) under an atmosphere of nitrogen. Then a solution of 5.3 (0.019 mole) of trans-3-(4-bromophenyl)octahydroindolizine in 50 mL of dry N-methylpyrrolidinone and 1.35 g of cuprous oxide was added to the mixture and the reaction mixture was refluxed overnight. Then the reaction was cooled to room temper... Reaction SMILES: [ClH:1].[CH3:2][O:3][C:4]1[CH:9]=[CH:8][C:7]([NH:10][NH2:11])=[CH:6][CH:5]=1.[Br:12][C:13]1[CH:20]=[CH:19][C:16]([CH2:17]Br)=[CH:15][CH:14]=1>>[ClH:1].[Br:12][C:13]1[CH:20]=[CH:19][C:16]([CH2:17][N:10]([C:7]2[CH:8]=[CH:9][C:4]([O:3][CH3:2])=[CH:5][CH:6]=2)[NH2:11])=[CH:15][CH:14]=1 |f:0.1,3.4|. Starting materials: Cl.COC1=CC=C(C=C1)NN (4-Methoxyphenylhydrazine hydrochloride), BrC1=CC=C(CBr)C=C1 (4-bromobenzyl bromide). The product is Cl.BrC1=CC=C(CN(N)C2=CC=C(C=C2)OC)C=C1 (N-(4-bromo-benzyl)-N-(4-methoxy-phenyl)-hydrazine hydrochloride). Reported procedure: 4-Methoxyphenylhydrazine hydrochloride is reacted with 4-bromobenzyl bromide in the presence of a base to provide N-(4-bromo-benzyl)-N-(4-methoxy-phenyl)-hydrazine hydrochloride. N-(4-bromo-benzyl)-N-(4-methoxy-phenyl)-hydrazine hydrochloride is reacted with 5-tert-butylsulfanyl-2,2-dimethyl-4-oxo-pentanoic acid alkyl esters of structure 2-4 (where R1 is C1-C6 alkyl) to provide 3-[1-(4-bromo-benzyl)-3-tert-butylsulfanyl-5-methoxy-1H-indol-2-yl]-2,2-dimethyl-propionic acid alkyl esters of structu... Reactants: Cl/C(=C/[O-])/C(=O)OCC.[K+] (Potassium (E)-2-chloro-3-ethoxy-3-oxoprop-1-en-1-olate), [OH-].[Na+] (NaOH), Cl (HCl), ClC1=CC(=NC=C1)N (4-Chloropyridin-2-amine). Run in C(C)#N (acetonitrile), O (water). Run at time 15 minute. Product: ClC1=CC=2N(C=C1)C(=CN2)C(=O)OCC (ethyl 7-chloroimidazo[1,2-a]pyridine-3-carboxylate). The yield is 76.7%. RXN SMILES: Cl/[C:2](/[C:5]([O:7][CH2:8][CH3:9])=[O:6])=[CH:3]/[O-].[K+].Cl.[Cl:12][C:13]1[CH:18]=[CH:17][N:16]=[C:15]([NH2:19])[CH:14]=1.[OH-].[Na+]>C(#N)C.O>[Cl:12][C:13]1[CH:18]=[CH:17][N:16]2[C:2]([C:5]([O:7][CH2:8][CH3:9])=[O:6])=[CH:3][N:19]=[C:15]2[CH:14]=1 |f:0.1,4.5|. Reported procedure: Potassium (E)-2-chloro-3-ethoxy-3-oxoprop-1-en-1-olate (300.8 g, 1594 mmol) was suspended in acetonitrile (800 mL) and 12.1 M aqueous HCl (32.1 mL, 388.9 mmol) was added slowly. The mixture was stirred at ambient temperature for 15 minutes. 4-Chloropyridin-2-amine (100 g, 777.8 mmol) was added to the mixture and heated to 35° C. for 20 hours. The mixture was cooled to ambient temperature and water (2500 mL) was added. The pH of the mixture was adjusted to 8.0-8.5 with 2.5 N aqueous NaOH (100 mL,... Starting materials: Cc1ccc(C(=O)Cl)cc1, O, c1ccncc1, NCCCCOc1ccc(-n2ccnc2)cc1. Product: Cc1ccc(C(=O)NCCCCOc2ccc(-n3ccnc3)cc2)cc1. Reaction SMILES: [CH3:18][c:19]1[cH:20][cH:21][c:22]([C:23](=[O:24])[Cl:25])[cH:26][cH:27]1.[OH2:28].[cH:29]1[cH:30][cH:31][n:32][cH:33][cH:34]1.[n:1]1(-[c:6]2[cH:7][cH:8][c:9]([O:10][CH2:11][CH2:12][CH2:13][CH2:14][NH2:15])[cH:16][cH:17]2)[cH:2][n:3][cH:4][cH:5]1>>[n:1]1(-[c:6]2[cH:7][cH:8][c:9]([O:10][CH2:11][CH2:12][CH2:13][CH2:14][NH:15][C:23]([c:22]3[cH:21][cH:20][c:19]([CH3:18])[cH:27][cH:26]3)=[O:24])[cH:16][cH:17]2)[cH:2][n:3][cH:4][cH:5]1. The reactants are Cl (hydrochloric acid), C1(=CC(=CC=C1)C=1N=C(SC1)N(S(=O)(=O)C1=CC=C(C=C1)C)COC)C1=CC=CC=C1 (N-(4-biphenyl-3-yl-thiazol-2-yl)-N-methoxymethyl-4-methyl-benzenesulfonamide), O (water). The solvent is O1CCCC1 (tetrahydrofuran). The product is C1(=CC(=CC=C1)C=1N=C(SC1)NS(=O)(=O)C1=CC=C(C=C1)C)C1=CC=CC=C1 (N-(4-biphenyl-3-yl-thiazol-2-yl)-4-methyl-benzenesulfonamide). Isolated yield 45.9%. As a reaction SMILES: [C:1]1([C:26]2[CH:31]=[CH:30][CH:29]=[CH:28][CH:27]=2)[CH:6]=[CH:5][CH:4]=[C:3]([C:7]2[N:8]=[C:9]([N:12](COC)[S:13]([C:16]3[CH:21]=[CH:20][C:19]([CH3:22])=[CH:18][CH:17]=3)(=[O:15])=[O:14])[S:10][CH:11]=2)[CH:2]=1.Cl.O>O1CCCC1>[C:1]1([C:26]2[CH:27]=[CH:28][CH:29]=[CH:30][CH:31]=2)[CH:6]=[CH:5][CH:4]=[C:3]([C:7]2[N:8]=[C:9]([NH:12][S:13]([C:16]3[CH:21]=[CH:20][C:19]([CH3:22])=[CH:18][CH:17]=3)(=[O:15])=[O:14])[S:10][CH:11]=2)[CH:2]=1. Procedure: A solution of 0.29 g of N-(4-biphenyl-3-yl-thiazol-2-yl)-N-methoxymethyl-4-methyl-benzenesulfonamide in 6 ml of tetrahydrofuran was stirred at room temperature for 6 hours after the addition of 1.5 ml of 6N hydrochloric acid. The reaction mixture was added to 40 ml of water and extracted with ethyl acetate. The organic phases were combined, dried with magnesium sulphate and concentrated. Recrystallization from 10 ml of 50% ethanol yielded 120 mg of N-(4-biphenyl-3-yl-thiazol-2-yl)-4-methyl-benze... Reactants: [Cl-].[NH4+] (ammonium chloride), NC1=C(C(=O)OCC2=CC=CC=C2)C=CC=C1[N+](=O)[O-] (benzyl 2-amino-3-nitrobenzoate). The reagents and catalysts are [Fe] (Iron). Solvent: C(C)O.O (ethanol water). Yields the product NC1=C(C(=O)OCC2=CC=CC=C2)C=CC=C1N (benzyl 2,3-diaminobenzoate). The yield is 97.6%. Reaction SMILES: [Cl-].[NH4+].[NH2:3][C:4]1[C:19]([N+:20]([O-])=O)=[CH:18][CH:17]=[CH:16][C:5]=1[C:6]([O:8][CH2:9][C:10]1[CH:15]=[CH:14][CH:13]=[CH:12][CH:11]=1)=[O:7]>[Fe].C(O)C.O>[NH2:3][C:4]1[C:19]([NH2:20])=[CH:18][CH:17]=[CH:16][C:5]=1[C:6]([O:8][CH2:9][C:10]1[CH:15]=[CH:14][CH:13]=[CH:12][CH:11]=1)=[O:7] |f:0.1,4.5|. Reported procedure: Iron powder (0.78 g) and ammonium chloride (0.15 g) were added in that order to an ethanol/water (4/1) solution (40 mL) of benzyl 2-amino-3-nitrobenzoate (0.38 g), and this was heated under reflux for 20 minutes with vigorous stirring. The insoluble matter was separated by filtration while hot, and the filtrate was evaporated under reduced pressure to about ⅕, and then aqueous sodium hydrogencarbonate solution was added, followed by extraction with ethyl acetate. The organic layer was washed wit... The reactants are C(C)N1C(NC(C=2N(C=NC12)CCC)=O)=O (3-ethyl-7-propyl-xanthine), BrCCCCCP(OCC)(=O)OCC (diethyl 5-bromopentanephosphonate). The product is C(C)N1C(N(C(C=2N(C=NC12)CCC)=O)CCCCCP(OCC)(OCC)=O)=O (Diethyl [5-(3-ethyl-7-propylxanthin-1-yl)pentyl]phosphonate). Reaction SMILES: [CH2:1]([N:3]1[C:11]2[N:10]=[CH:9][N:8]([CH2:12][CH2:13][CH3:14])[C:7]=2[C:6](=[O:15])[NH:5][C:4]1=[O:16])[CH3:2].Br[CH2:18][CH2:19][CH2:20][CH2:21][CH2:22][P:23]([O:28][CH2:29][CH3:30])(=[O:27])[O:24][CH2:25][CH3:26]>>[CH2:1]([N:3]1[C:11]2[N:10]=[CH:9][N:8]([CH2:12][CH2:13][CH3:14])[C:7]=2[C:6](=[O:15])[N:5]([CH2:18][CH2:19][CH2:20][CH2:21][CH2:22][P:23](=[O:27])([O:28][CH2:29][CH3:30])[O:24][CH2:25][CH3:26])[C:4]1=[O:16])[CH3:2]. Reported procedure: The title substance was prepared from 0.0225 mol of 3-ethyl-7-propyl-xanthine and 0.027 mol of diethyl 5-bromopentanephosphonate analogously to Example 46. Reactants: CCCN, O=C(O)c1ccc(CCc2ccccc2)cc1. The product is CCCNC(=O)c1ccc(CCc2ccccc2)cc1. RXN SMILES: [CH2:18]([CH2:19][CH3:20])[NH2:21].[CH2:1]([CH2:2][c:3]1[cH:4][cH:5][cH:6][cH:7][cH:8]1)[c:9]1[cH:10][cH:11][c:12]([C:13](=[O:14])[OH:15])[cH:16][cH:17]1>>[CH2:1]([CH2:2][c:3]1[cH:4][cH:5][cH:6][cH:7][cH:8]1)[c:9]1[cH:10][cH:11][c:12]([C:13](=[O:15])[NH:21][CH2:18][CH2:19][CH3:20])[cH:16][cH:17]1. Reactants: CCOC(=O)Cn1c(-c2ccc(OC)c(OC)c2)cc(=Nc2c(C)cc(C)cc2C)n(C)c1=O, CO, CCCCCC, [Na+], [OH-], O. Product: COc1ccc(-c2cc(=Nc3c(C)cc(C)cc3C)n(C)c(=O)n2CC(=O)O)cc1OC. RXN SMILES: [CH3:1][O:2][c:3]1[cH:4][c:5](-[c:11]2[cH:12][c:13](=[N:25][c:26]3[c:27]([CH3:34])[cH:28][c:29]([CH3:33])[cH:30][c:31]3[CH3:32])[n:14]([CH3:24])[c:15](=[O:23])[n:16]2[CH2:17][C:18](=[O:19])[O:20][CH2:21][CH3:22])[cH:6][cH:7][c:8]1[O:9][CH3:10].[CH3:37][OH:38].[CH3:40][CH2:41][CH2:42][CH2:43][CH2:44][CH3:45].[Na+:36].[OH-:35].[OH2:39]>>[CH3:1][O:2][c:3]1[cH:4][c:5](-[c:11]2[cH:12][c:13](=[N:25][c:26]3[c:27]([CH3:34])[cH:28][c:29]([CH3:33])[cH:30][c:31]3[CH3:32])[n:14]([CH3:24])[c:15](=[O:23])[n:16]2[CH2:17][C:18](=[O:19])[OH:20])[cH:6][cH:7][c:8]1[O:9][CH3:10]. The reactants are ClC1=CC(=CC=C1)C(=O)OO (3-Chloroperbenzoic acid), C(C)OCC=1N(C2=C(C=NC=3C=CC=NC23)N1)CC1=CC=CC=C1 (2-ethoxymethyl-1-phenylmethyl-1H-imidazo[4,5-c][1,5]naphthyridine), [Al] (aluminum). The solvent is C(Cl)(Cl)Cl (chloroform). Run at time 8 hour. The product is C(C)OCC=1N(C2=C(C=[N+](C=3C=CC=NC23)[O-])N1)CC1=CC=CC=C1 (2-ethoxymethyl-1-phenylmethyl-1H-imidazo[4,5-c][1,5]naphthyridine-5-oxide). As a reaction SMILES: ClC1C=CC=C(C(OO)=[O:9])C=1.[CH2:12]([O:14][CH2:15][C:16]1[N:17]([CH2:29][C:30]2[CH:35]=[CH:34][CH:33]=[CH:32][CH:31]=2)[C:18]2[C:27]3[N:26]=[CH:25][CH:24]=[CH:23][C:22]=3[N:21]=[CH:20][C:19]=2[N:28]=1)[CH3:13].[Al]>C(Cl)(Cl)Cl>[CH2:12]([O:14][CH2:15][C:16]1[N:17]([CH2:29][C:30]2[CH:35]=[CH:34][CH:33]=[CH:32][CH:31]=2)[C:18]2[C:27]3[N:26]=[CH:25][CH:24]=[CH:23][C:22]=3[N+:21]([O-:9])=[CH:20][C:19]=2[N:28]=1)[CH3:13]. Procedure details: 3-Chloroperbenzoic acid (3.7 g, 13.4 mmol) was added in 3 portions to a solution of 2-ethoxymethyl-1-phenylmethyl-1H-imidazo[4,5-c][1,5]naphthyridine (3.9 g, 12.2 mmol) in chloroform (100 mL) in a flask covered with aluminum foil. The reaction mixture was stirred at ambient temperature overnight; and then it was washed twice with dilute aqueous sodium bicarbonate and once with brine. The chloroform layer was divided into two portions. One portion was used in the example below. The second portion...